This data is from the Open Reaction Database (ORD), a public repository of structured organic reaction records. The task is: describe an organic reaction: reactants, conditions, products, and yield The reactants are Cc1nc(Cl)sc1S(=O)(=O)NC(C)(C)C, CCCC[Sn](CCCC)(CCCC)c1cn(-c2cc(-c3ccc(C(F)(F)F)cc3)cc(C(F)(F)F)n2)cn1, CCCCCCC, Cc1ccccc1. Yields the product Cc1nc(-c2cn(-c3cc(-c4ccc(C(F)(F)F)cc4)cc(C(F)(F)F)n3)cn2)sc1S(=O)(=O)NC(C)(C)C. Reaction SMILES: [C:39]([CH3:40])([CH3:41])([CH3:42])[NH:43][S:44](=[O:45])(=[O:46])[c:47]1[c:48]([CH3:53])[n:49][c:50]([Cl:52])[s:51]1.[CH2:1]([Sn:2]([CH2:3][CH2:4][CH2:5][CH3:31])([c:6]1[n:7][cH:8][n:9](-[c:11]2[n:12][c:13]([C:27]([F:28])([F:29])[F:30])[cH:14][c:15](-[c:17]3[cH:18][cH:19][c:20]([C:23]([F:24])([F:25])[F:26])[cH:21][cH:22]3)[cH:16]2)[cH:10]1)[CH2:32][CH2:33][CH2:34][CH3:35])[CH2:36][CH2:37][CH3:38].[CH3:54][CH2:55][CH2:56][CH2:57][CH2:58][CH2:59][CH3:60].[CH3:61][c:62]1[cH:63][cH:64][cH:65][cH:66][cH:67]1>>[c:6]1(-[c:50]2[n:49][c:48]([CH3:53])[c:47]([S:44]([NH:43][C:39]([CH3:40])([CH3:41])[CH3:42])(=[O:45])=[O:46])[s:51]2)[n:7][cH:8][n:9](-[c:11]2[n:12][c:13]([C:27]([F:28])([F:29])[F:30])[cH:14][c:15](-[c:17]3[cH:18][cH:19][c:20]([C:23]([F:24])([F:25])[F:26])[cH:21][cH:22]3)[cH:16]2)[cH:10]1. The reactants are O=C1c2ccccc2C2CCCC12, CNCC(=O)O, CC(=O)[O-], CO, Cl, [H][H], [K+], c1ccsc1. Yields the product CN(CC(=O)O)C1c2ccccc2C2CCCC21. Reaction SMILES: [CH2:1]1[CH2:2][CH2:3][CH:4]2[CH:5]1[C:6](=[O:13])[c:7]1[cH:8][cH:9][cH:10][cH:11][c:12]12.[CH3:15][NH:16][CH2:17][C:18](=[O:19])[OH:20].[CH3:27][C:28](=[O:29])[O-:30].[CH3:33][OH:34].[ClH:14].[H:31][H:32].[K+:26].[cH:21]1[cH:22][s:23][cH:24][cH:25]1>>[CH2:1]1[CH2:2][CH2:3][CH:4]2[CH:5]1[CH:6]([N:16]([CH3:15])[CH2:17][C:18](=[O:19])[OH:20])[c:7]1[cH:8][cH:9][cH:10][cH:11][c:12]12. Reactants: O=C([O-])[O-], CN(C)C=O, CC(C)N=C=NC(C)C, Cl, Cl, [Cs+], [Cs+], COc1cc(N=C=S)ncn1, NCC1(O)CN2CCC1CC2. Product: COc1cc(NC2=NCC3(CN4CCC3CC4)O2)ncn1. Reaction SMILES: [C:14](=[O:15])([O-:16])[O-:17].[CH3:40][N:41]([CH3:42])[CH:43]=[O:44].[CH:31]([N:32]=[C:33]=[N:34][CH:35]([CH3:36])[CH3:37])([CH3:38])[CH3:39].[ClH:1].[ClH:2].[Cs+:18].[Cs+:19].[N:20](=[C:21]=[S:22])[c:23]1[n:24][cH:25][n:26][c:27]([O:29][CH3:30])[cH:28]1.[NH2:3][CH2:4][C:5]1([OH:13])[CH2:6][N:7]2[CH2:8][CH2:9][CH:10]1[CH2:11][CH2:12]2>>[N:3]1=[C:21]([NH:20][c:23]2[n:24][cH:25][n:26][c:27]([O:29][CH3:30])[cH:28]2)[O:13][C:5]2([CH2:4]1)[CH2:6][N:7]1[CH2:8][CH2:9][CH:10]2[CH2:11][CH2:12]1. Starting materials: C(#N)C=1C=C(N2C1C=CC1=CC=CC=C21)C(C2=CC=C(C=C2)F)=O (3-cyano (4-fluoro-benzoyl)-pyrrolo[1,2-a]quinoline), CN1CCNCC1 (4-methyl piperazine). Yields the product C(#N)C=1C=C(N2C1C=CC1=CC=CC=C21)C(C2=CC=C(C=C2)N2CCN(CC2)C)=O (3-Cyano-1-[4-(4-methyl-piperazin-1-yl)-benzoyl]-pyrrolo[1,2-a]quinoline). Reaction SMILES: [C:1]([C:3]1[CH:4]=[C:5]([C:16](=[O:24])[C:17]2[CH:22]=[CH:21][C:20](F)=[CH:19][CH:18]=2)[N:6]2[C:15]3[C:10](=[CH:11][CH:12]=[CH:13][CH:14]=3)[CH:9]=[CH:8][C:7]=12)#[N:2].[CH3:25][N:26]1[CH2:31][CH2:30][NH:29][CH2:28][CH2:27]1>>[C:1]([C:3]1[CH:4]=[C:5]([C:16](=[O:24])[C:17]2[CH:22]=[CH:21][C:20]([N:29]3[CH2:30][CH2:31][N:26]([CH3:25])[CH2:27][CH2:28]3)=[CH:19][CH:18]=2)[N:6]2[C:15]3[C:10](=[CH:11][CH:12]=[CH:13][CH:14]=3)[CH:9]=[CH:8][C:7]=12)#[N:2]. Procedure: The title compound was prepared as described for the Example 21, using 3-cyano (4-fluoro-benzoyl)-pyrrolo[1,2-a]quinoline (31 mg, 0.0986 mmol) and 4-methyl piperazine (212 mg, 0.212 mmol), and yielded 12.1 mg (68%). 1H NMR (CDCl3): 8.01 (m, 3H), 7.82 (dd, J=7.8, 1.8 Hz, 1H), 7.66 (s, 2H), 7.53 (m, 2H), 7.35 (s, 1H), 6.98 (m 2H), 3.70 (t, J=5.1 Hz, 4H), 3.00 (m, 4H), 2.66 (s, 3H). Product: BrC=1OC2=C(C1C1=CC=CC=C1)C=C(C=C2C(=O)O)C2=CC=CC=C2 (2-bromo-3,5-diphenylbenzofuran-7-carboxylic acid). The reactants are C1(=CC=CC=C1)C1=COC2=C1C=C(C=C2C(=O)O)C2=CC=CC=C2 (3,5-diphenylbenzofuran-7-carboxylic acid), O1CCOCC1 (dioxane), BrBr (bromine). Procedure details: A solution of 4.0 g. (0.013 mole) of the product of step D in 50 ml. of dioxane is treated with 2.4 g. of bromine in 450 ml. of chloroform, and the mixture is heated at its reflux temperature overnight. The solution is cooled, washed with water, dried and then evaporated. The residue is triturated with hexane to provide 2-bromo-3,5-diphenylbenzofuran-7-carboxylic acid as a white solid, m.p. 232°-236° C. As a reaction SMILES: [C:1]1([C:7]2[C:11]3[CH:12]=[C:13]([C:19]4[CH:24]=[CH:23][CH:22]=[CH:21][CH:20]=4)[CH:14]=[C:15]([C:16]([OH:18])=[O:17])[C:10]=3[O:9][CH:8]=2)[CH:6]=[CH:5][CH:4]=[CH:3][CH:2]=1.O1CCOCC1.[Br:31]Br>C(Cl)(Cl)Cl>[Br:31][C:8]1[O:9][C:10]2[C:15]([C:16]([OH:18])=[O:17])=[CH:14][C:13]([C:19]3[CH:20]=[CH:21][CH:22]=[CH:23][CH:24]=3)=[CH:12][C:11]=2[C:7]=1[C:1]1[CH:2]=[CH:3][CH:4]=[CH:5][CH:6]=1. Run in C(Cl)(Cl)Cl (chloroform). The reactants are CC(C)(C)OC(=O)N1CC=C(c2cc3c(Cl)ncnc3[nH]2)CC1, CCCCO, Nc1ccc(=O)n(-c2ccccc2)c1. Yields the product CC(C)(C)OC(=O)N1CC=C(c2cc3c(Nc4ccc(=O)n(-c5ccccc5)c4)ncnc3[nH]2)CC1. As a reaction SMILES: [C:1]([CH3:2])([CH3:3])([CH3:4])[O:5][C:6](=[O:7])[N:8]1[CH2:9][CH2:10][C:11]([c:14]2[cH:15][c:16]3[c:17]([n:18][cH:19][n:20][c:21]3[Cl:22])[nH:23]2)=[CH:12][CH2:13]1.[CH2:38]([OH:39])[CH2:40][CH2:41][CH3:42].[NH2:24][c:25]1[cH:26][cH:27][c:28](=[O:37])[n:29](-[c:31]2[cH:32][cH:33][cH:34][cH:35][cH:36]2)[cH:30]1>>[C:1]([CH3:2])([CH3:3])([CH3:4])[O:5][C:6](=[O:7])[N:8]1[CH2:9][CH2:10][C:11]([c:14]2[cH:15][c:16]3[c:17]([n:18][cH:19][n:20][c:21]3[NH:24][c:25]3[cH:26][cH:27][c:28](=[O:37])[n:29](-[c:31]4[cH:32][cH:33][cH:34][cH:35][cH:36]4)[cH:30]3)[nH:23]2)=[CH:12][CH2:13]1.